This data is from the Open Reaction Database (ORD), a public repository of structured organic reaction records. The task is: describe an organic reaction: reactants, conditions, products, and yield Starting materials: ClC=1C(=C(C=CC1F)C(F)(F)F)F (3-chloro-2,4-difluoro-benzotrifluoride), [Al+3].[Cl-].[Cl-].[Cl-] (AlCl3), ice water. Solvent: C(Cl)Cl (methylene chloride). Reaction conditions: temperature 42 celsius. Product: ClC=1C(=C(C=CC1F)C(Cl)(Cl)Cl)F (3-chloro-2,4-difluoro-benzotrichloride). The yield is 86.9%. RXN SMILES: [Cl:1][C:2]1[C:3]([F:13])=[C:4]([C:9](F)(F)F)[CH:5]=[CH:6][C:7]=1[F:8].[Al+3].[Cl-:15].[Cl-:16].[Cl-:17]>C(Cl)Cl>[Cl:1][C:2]1[C:3]([F:13])=[C:4]([C:9]([Cl:17])([Cl:16])[Cl:15])[CH:5]=[CH:6][C:7]=1[F:8] |f:1.2.3.4|. Reported procedure: 216.5 g of 3-chloro-2,4-difluoro-benzotrifluoride in 440 ml of methylene chloride are initially introduced into a stirred apparatus, and 150 g of AlCl3 are introduced in small portions. The reaction is slightly exothermic. When the addition has ended, the mixture is heated under reflux (42° C.) for 2 hours, cooled and poured onto 1 l of ice-water. After intensive thorough mixing, the mixture is filtered over a suction filter and the organic phase is then separated off. After drying, the methylen... Reactants: ClCC1=NC=CC(=C1C)OCCO (2-chloromethyl-4-(2-hydroxyethoxy)-3-methylpyridine), SC1=NC2=C(N1)C=CC(=C2)OC (2-mercapto-5-methoxy-1H-benzimidazole), [OH-].[Na+] (sodium hydroxide). Run in C(C)O (ethanol). Conditions: temperature 60 celsius, time 1 hour. Yields the product OCCOC1=C(C(=NC=C1)CSC1=NC2=C(N1)C=CC(=C2)OC)C (2-[4-(2-Hydroxyethoxy)-3-methylpyridine-2-yl]methylthio-5-methoxy-1H-benzimidazole). The yield is 90.1%. As a reaction SMILES: Cl[CH2:2][C:3]1[C:8]([CH3:9])=[C:7]([O:10][CH2:11][CH2:12][OH:13])[CH:6]=[CH:5][N:4]=1.[SH:14][C:15]1[NH:19][C:18]2[CH:20]=[CH:21][C:22]([O:24][CH3:25])=[CH:23][C:17]=2[N:16]=1.[OH-].[Na+]>C(O)C>[OH:13][CH2:12][CH2:11][O:10][C:7]1[CH:6]=[CH:5][N:4]=[C:3]([CH2:2][S:14][C:15]2[NH:19][C:18]3[CH:20]=[CH:21][C:22]([O:24][CH3:25])=[CH:23][C:17]=3[N:16]=2)[C:8]=1[CH3:9] |f:2.3|. Procedure: 60 ml of ethanol was added to a mixture comprising 0.7 g of 2-chloromethyl-4-(2-hydroxyethoxy)-3-methylpyridine, 0.63 g of 2-mercapto-5-methoxy-1H-benzimidazole and 0.16 g of sodium hydroxide to obtain a mixture. This mixture was stirred at 60° C. for one hour, concentrated and purified by silica gel column chromatography to obtain 1.08 g of the title compound.